Dataset: the Open Reaction Database (ORD), a public repository of structured organic reaction records. Task: describe an organic reaction: reactants, conditions, products, and yield Starting materials: N[C@H]1C2=C(C3=C(N(C1=O)CCOC)C=CC=C3)C=CC=C2 ((S)-7-Amino-5-(2-methoxy-ethyl)-5H,7H-dibenzo[b,d]azepin-6-one), C(C)OC(CC(=O)O)=O (malonic acid monoethyl ester), oil. Yields the product C(C)OC(CC(=O)N[C@H]1C2=C(C3=C(N(C1=O)CCOC)C=CC=C3)C=CC=C2)=O (N—[(S)-5-(2-Methoxy-ethyl)-6-oxo-6,7-dihydro-5H-dibenzo[b,d]azepin-7-yl]-malonamic acid ethyl ester). RXN SMILES: [NH2:1][C@@H:2]1[C:8](=[O:9])[N:7]([CH2:10][CH2:11][O:12][CH3:13])[C:6]2[CH:14]=[CH:15][CH:16]=[CH:17][C:5]=2[C:4]2[CH:18]=[CH:19][CH:20]=[CH:21][C:3]1=2.[CH2:22]([O:24][C:25](=[O:30])[CH2:26][C:27](O)=[O:28])[CH3:23]>>[CH2:22]([O:24][C:25](=[O:30])[CH2:26][C:27]([NH:1][C@@H:2]1[C:8](=[O:9])[N:7]([CH2:10][CH2:11][O:12][CH3:13])[C:6]2[CH:14]=[CH:15][CH:16]=[CH:17][C:5]=2[C:4]2[CH:18]=[CH:19][CH:20]=[CH:21][C:3]1=2)=[O:28])[CH3:23]. Reported procedure: Using (S)-7-Amino-5-(2-methoxy-ethyl)-5H,7H-dibenzo[b,d]azepin-6-one and malonic acid monoethyl ester, the title compound was prepared in the same manner as described for example 1c. Colorless, viscous oil (>98%). MS: m/e=397(M+H+). Starting materials: CC1=C(C=CC=C1)NC1=C(C(=O)O)C=CC=C1 (2-(2′-Methylphenylamino)benzoic acid), P(=O)(Br)(Br)Br (phosphorus oxybromide). Conditions: temperature 120 celsius. The product is BrC=1C2=CC=CC=C2N=C2C(=CC=CC12)C (9-Bromo-4-methylacridine). The yield is 83.5%. RXN SMILES: [CH3:1][C:2]1[CH:7]=[CH:6][CH:5]=[CH:4][C:3]=1[NH:8][C:9]1[CH:17]=[CH:16][CH:15]=[CH:14][C:10]=1[C:11](O)=O.P(Br)(Br)([Br:20])=O>>[Br:20][C:1]1[C:2]2[C:3]([N:8]=[C:9]3[C:17]=1[CH:16]=[CH:15][CH:14]=[C:10]3[CH3:11])=[CH:4][CH:5]=[CH:6][CH:7]=2. Procedure: 2-(2′-Methylphenylamino)benzoic acid 7 (1.0 g, 4.4 mmol) was suspended in 11.0 g (38 mmol) of phosphorus oxybromide, and the mixture was heated to 120° C. for 2 hours. Excess phosphorus oxybromide was removed by distillation and the residual solution was poured into a 1:1 mixture of aqueous ammonium hydroxide:CH2Cl2. The CH2Cl2 solution was separated, dried, filtered, and the combined organic layers were dried in vacuo to give 9 (1.0 g, 85%) as a yellow powder. 1H-NMR δ=2.94 (s, 3H), 7.53 (dd, J... The solvent is C(C)O (Ethanol). As a reaction SMILES: [OH-].[Na+:2].[CH2:3]([NH:5][C:6]1[CH:11]=[CH:10][CH:9]=[CH:8][C:7]=1[C:12]1[CH:20]=[CH:19][C:15]([C:16]([OH:18])=[O:17])=[C:14]([NH:21][C:22](=[O:36])[C:23]2[CH:28]=[C:27]([C:29]3[CH:30]=[N:31][CH:32]=[CH:33][CH:34]=3)[CH:26]=[CH:25][C:24]=2[OH:35])[CH:13]=1)[CH3:4]>C(O)C>[CH2:3]([NH:5][C:6]1[CH:11]=[CH:10][CH:9]=[CH:8][C:7]=1[C:12]1[CH:20]=[CH:19][C:15]([C:16]([O-:18])=[O:17])=[C:14]([NH:21][C:22](=[O:36])[C:23]2[CH:28]=[C:27]([C:29]3[CH:30]=[N:31][CH:32]=[CH:33][CH:34]=3)[CH:26]=[CH:25][C:24]=2[OH:35])[CH:13]=1)[CH3:4].[Na+:2] |f:0.1,4.5|. Procedure details: Ethanol (2.0 mL) and a 1 mol/L aqueous solution of sodium hydroxide (0.067 mL) were added to the obtained 4-(2-(ethylamino)phenyl)-2-(2-hydroxy-5-(pyridin-3-yl)benzamido)benzoic acid (0.032 g), followed by stirring at room temperature for 2 hours and 30 minutes. The solvent was evaporated under reduced pressure, and water was added to the obtained residue. The solid substance was collected by filtration to obtain 0.024 g of sodium 4-(2-(ethylamino)phenyl)-2-(2-hydroxy-5-(pyridin-3-yl)benzamido)b... Product: C(C)NC1=C(C=CC=C1)C1=CC(=C(C(=O)[O-])C=C1)NC(C1=C(C=CC(=C1)C=1C=NC=CC1)O)=O.[Na+] (sodium 4-(2-(ethylamino)phenyl)-2-(2-hydroxy-5-(pyridin-3-yl)benzamido)benzoate). Starting materials: aqueous solution, [OH-].[Na+] (sodium hydroxide), C(C)NC1=C(C=CC=C1)C1=CC(=C(C(=O)O)C=C1)NC(C1=C(C=CC(=C1)C=1C=NC=CC1)O)=O (4-(2-(ethylamino)phenyl)-2-(2-hydroxy-5-(pyridin-3-yl)benzamido)benzoic acid). Run at time 30 minute. Procedure: Ethyl 2-(5-bromo-2-fluoronicotinoyl)-3-(dimethylamino)acrylate (Intermediate 3, 2.0 g, 5.79 mmol), (R)-tert-butyl 3-aminopiperidine-1-carboxylate (1.160 g, 5.79 mmol, CNH technologies), and potassium carbonate (2.042 g, 7.38 mmol, Aldrich) were combined in THF (10.0 mL). The reaction was heated at 60° C. for 2 hrs. After 2 h, DMF (5.0 mL) was added. The reaction was heated at 90° C. for 14 h. The reaction mixture was cooled to 0° C. and 1N HCl was slowly added until pH was around 4. The resultin... Product: BrC=1C=C2C(C(=CN(C2=NC1)[C@H]1CN(CCC1)C(=O)OC(C)(C)C)C(=O)OCC)=O ((R)-ethyl 6-bromo-1-(1-(tert-butoxycarbonyl)piperidin-3-yl)-4-oxo-1,4-dihydro-1,8-naphthyridine-3-carboxylate). Run in CN(C)C=O (DMF), C1CCOC1 (THF). Reactants: Cl (HCl), BrC=1C=NC(=C(C(=O)C(C(=O)OCC)=CN(C)C)C1)F (ethyl 2-(5-bromo-2-fluoronicotinoyl)-3-(dimethylamino)acrylate), C([O-])([O-])=O.[K+].[K+] (potassium carbonate), BrC=1C=NC(=C(C(=O)C(C(=O)OCC)=CN(C)C)C1)F (ethyl 2-(5-bromo-2-fluoronicotinoyl)-3-(dimethylamino)acrylate), N[C@H]1CN(CCC1)C(=O)OC(C)(C)C ((R)-tert-butyl 3-aminopiperidine-1-carboxylate). The yield is 75.5%. Reaction conditions: temperature 60 celsius, time 2 hour. Reaction SMILES: [Br:1][C:2]1[CH:3]=[N:4][C:5](F)=[C:6]([CH:19]=1)[C:7]([C:9](=[CH:15][N:16]([CH3:18])C)[C:10]([O:12][CH2:13][CH3:14])=[O:11])=[O:8].N[C@@H:22]1[CH2:27]C[CH2:25][N:24]([C:28]([O:30][C:31]([CH3:34])([CH3:33])[CH3:32])=[O:29])[CH2:23]1.C(=O)([O-])[O-].[K+].[K+].Cl>C1COCC1.CN(C=O)C>[Br:1][C:2]1[CH:19]=[C:6]2[C:5](=[N:4][CH:3]=1)[N:16]([C@@H:18]1[CH2:27][CH2:22][CH2:23][N:24]([C:28]([O:30][C:31]([CH3:32])([CH3:34])[CH3:33])=[O:29])[CH2:25]1)[CH:15]=[C:9]([C:10]([O:12][CH2:13][CH3:14])=[O:11])[C:7]2=[O:8] |f:2.3.4|. The reactants are N(=O)[O-].[Na+] (sodium nitrite), ClC=1C=C(C=CC1)CCC(CC(=O)OCC)=O (5-(3-Chlorophenyl)-3-oxopentanoic acid, ethyl ester). The solvent is O (water), C(C)(=O)O (acetic acid), O (Water). Reaction conditions: time 30 minute. Yields the product ClC=1C=C(C=CC1)CCC(C(C(=O)OCC)=NO)=O (5-(3-Chlorophenyl)-2-hydroxyimino-3-oxo-pentanoic acid, ethyl ester). Reaction SMILES: [N:1]([O-:3])=O.[Na+].[Cl:5][C:6]1[CH:7]=[C:8]([CH2:12][CH2:13][C:14](=[O:21])[CH2:15][C:16]([O:18][CH2:19][CH3:20])=[O:17])[CH:9]=[CH:10][CH:11]=1>O.C(O)(=O)C>[Cl:5][C:6]1[CH:7]=[C:8]([CH2:12][CH2:13][C:14](=[O:21])[C:15](=[N:1][OH:3])[C:16]([O:18][CH2:19][CH3:20])=[O:17])[CH:9]=[CH:10][CH:11]=1 |f:0.1|. Procedure details: A solution of sodium nitrite (12.6 g) in water (25 ml) was added to a stirred solution of the product from step (i) (42.2 g) in acetic acid (50 ml) at <30° C. The reaction mixture was stirred at room temperature for 30 min. Water (75 ml) was added and the mixture was stirred for 2 hours and extracted with diethyl ether. The combined extracts were washed with water and saturated aqueous sodium bicarbonate solution. The organic layer was collected, dried (MgSO4) and solvent evaporated under reduce... Product: OC1=C(N=C(C2=CC=CC=C12)SC1=CC(=CC=C1)OC)C(=O)NCC(=O)O ({[4-Hydroxy-1-(3-methoxy-phenylsulfanyl)-isoquinoline-3-carbonyl]-amino}-acetic acid). RXN SMILES: Cl[C:2]1[C:11]2[C:6](=[CH:7][CH:8]=[CH:9][CH:10]=2)[C:5]([OH:12])=[C:4]([C:13]([NH:15][CH2:16][C:17]([OH:19])=[O:18])=[O:14])[N:3]=1.[CH3:20][O:21][C:22]1[CH:23]=[C:24]([SH:28])[CH:25]=[CH:26][CH:27]=1>>[OH:12][C:5]1[C:6]2[C:11](=[CH:10][CH:9]=[CH:8][CH:7]=2)[C:2]([S:28][C:24]2[CH:25]=[CH:26][CH:27]=[C:22]([O:21][CH3:20])[CH:23]=2)=[N:3][C:4]=1[C:13]([NH:15][CH2:16][C:17]([OH:19])=[O:18])=[O:14]. Procedure: The title compound was prepared from [(1-chloro-4-hydroxy-isoquinoline-3-carbonyl)-amino]-acetic acid (U.S. Pat. No. 6,093,730) and 3-methoxybenzenethiol under conditions analogous to Example D-110. The final product was precipitated from a solution of ethyl acetate using hexanes; MS (−) m/z 385.12 (M−1) The reactants are ClC1=NC(=C(C2=CC=CC=C12)O)C(=O)NCC(=O)O ([(1-chloro-4-hydroxy-isoquinoline-3-carbonyl)-amino]-acetic acid), COC=1C=C(C=CC1)S (3-methoxybenzenethiol).